Dataset: the Open Reaction Database (ORD), a public repository of structured organic reaction records. Task: describe an organic reaction: reactants, conditions, products, and yield The reactants are C(CCC)N1C(C(C2=CC=CC=C12)(CC(C1=NC=CC=C1)=O)O)=O (1-butyl-3-hydroxy-3-(2-oxo-2-(pyridin-2-yl)ethyl)indolin-2-one), CC=1C=C2C(C(N(C2=CC1)CCC)=O)=O (5-methyl-1-propylindoline-2,3-dione), COC1=NC(=CC=C1C(C)=O)OC (1-(2,6-dimethoxypyridin-3-yl)ethanone). Yields the product COC1=NC(=CC=C1C(CC1(C(N(C2=CC=C(C=C12)C)CCC)=O)O)=O)OC (3-(2-(2,6-dimethoxypyridin-3-yl)-2-oxoethyl)-3-hydroxy-5-methyl-1-propylindolin-2-one). RXN SMILES: C(N1C2C(=CC=CC=2)C(O)(CC(=O)C2C=CC=CN=2)C1=O)CCC.[CH3:25][C:26]1[CH:27]=[C:28]2[C:32](=[CH:33][CH:34]=1)[N:31]([CH2:35][CH2:36][CH3:37])[C:30](=[O:38])[C:29]2=[O:39].[CH3:40][O:41][C:42]1[C:47]([C:48](=[O:50])[CH3:49])=[CH:46][CH:45]=[C:44]([O:51][CH3:52])[N:43]=1>>[CH3:40][O:41][C:42]1[C:47]([C:48](=[O:50])[CH2:49][C:29]2([OH:39])[C:28]3[C:32](=[CH:33][CH:34]=[C:26]([CH3:25])[CH:27]=3)[N:31]([CH2:35][CH2:36][CH3:37])[C:30]2=[O:38])=[CH:46][CH:45]=[C:44]([O:51][CH3:52])[N:43]=1. Procedure: This compound was made in a similar manner to 1-butyl-3-hydroxy-3-(2-oxo-2-(pyridin-2-yl)ethyl)indolin-2-one using 5-methyl-1-propylindoline-2,3-dione and 1-(2,6-dimethoxypyridin-3-yl)ethanone (purchased from Fisher Scientific). 1H-NMR δ 8.14 (d, 1H) 7.23 (s, 1H), 7.08 (d, 1H), 6.76 (d, 1H), 6.36 (d, 1H), 4.67 (s, 1H), 3.99 (d, 6H), 3.69 (d, 1H), 3.66 (m, 2H), 3.47 (d, 1H), 2.29 (s, 3H), 1.75 (m, 2H), 0.98 (t, 3H).